Dataset: the Open Reaction Database (ORD), a public repository of structured organic reaction records. Task: describe an organic reaction: reactants, conditions, products, and yield Starting materials: OC1CC2CCC(C1)N2C(=O)C2=CC1=C(N(C=N1)CCC#N)C=C2 (3-[5-(3-Hydroxy-8-aza-bicyclo[3.2.1]octane-8-carbonyl)-benzoimidazol-1-yl]-propionitrile), [N-]=[N+]=[N-].[Na+] (sodium azide), [Cl-].[NH4+] (ammonium chloride). The solvent is CN(C)C=O (DMF). Run at temperature 100 celsius. The product is N1N=NN=C1CCN1C=NC2=C1C=CC(=C2)C=O ({1-[2-(1H-tetrazol-5-yl)-ethyl]-1H-benzoimidazol-5-yl}-methanone). As a reaction SMILES: OC1CC2N([C:10]([C:12]3[CH:24]=[CH:23][C:15]4[N:16]([CH2:19][CH2:20][C:21]#[N:22])[CH:17]=[N:18][C:14]=4[CH:13]=3)=[O:11])C(CC2)C1.[N-:25]=[N+:26]=[N-:27].[Na+].[Cl-].[NH4+]>CN(C=O)C>[NH:22]1[C:21]([CH2:20][CH2:19][N:16]2[C:15]3[CH:23]=[CH:24][C:12]([CH:10]=[O:11])=[CH:13][C:14]=3[N:18]=[CH:17]2)=[N:27][N:26]=[N:25]1 |f:1.2,3.4|. Procedure details: To a solution of 3-[5-(3-Hydroxy-8-aza-bicyclo[3.2.1]octane-8-carbonyl)-benzoimidazol-1-yl]-propionitrile (250 mg, 0.7 mmol) in DMF (5 mL) was added sodium azide (184 mg, 2.83 mmol) and ammonium chloride (152 mg, 2.83 mmol) and heated to 100° C. for 12 h. The solvent was evaporated completely; methanol (20 mL) was added and filtered. The filtrate was concentrated and the residue purified by preparative HPLC to give 36 mg (13%) of 3-hydroxy-8-aza-bicyclo[3.2.1]oct-8-yl)-{1-[2-(1H-tetrazol-5-yl)-e...